Dataset: the Open Reaction Database (ORD), a public repository of structured organic reaction records. Task: describe an organic reaction: reactants, conditions, products, and yield Reactants: ClCCl, C1CCNCC1, CCN=C=NCCCN(C)C, COC1=C(OC)C(=O)C(Cc2cccc(C(=O)O)c2OC(C)=O)=C(C)C1=O, Cl, O. The product is COC1=C(OC)C(=O)C(Cc2cccc(C(=O)N3CCCCC3)c2OC(C)=O)=C(C)C1=O. As a reaction SMILES: [CH2:19]([Cl:20])[Cl:21].[CH2:1]1[CH2:2][CH2:3][NH:4][CH2:5][CH2:6]1.[CH2:8]([N:9]=[C:10]=[N:11][CH2:12][CH2:13][CH2:14][N:15]([CH3:16])[CH3:17])[CH3:18].[CH3:22][O:23][C:24]1=[C:29]([O:30][CH3:31])[C:28](=[O:32])[C:27]([CH2:33][c:34]2[c:35]([O:43][C:44]([CH3:45])=[O:46])[c:36]([C:37](=[O:38])[OH:39])[cH:40][cH:41][cH:42]2)=[C:26]([CH3:47])[C:25]1=[O:48].[ClH:7].[OH2:49]>>[CH2:1]1[CH2:2][CH2:3][N:4]([C:37]([c:36]2[c:35]([O:43][C:44]([CH3:45])=[O:46])[c:34]([CH2:33][C:27]3=[C:26]([CH3:47])[C:25](=[O:48])[C:24]([O:23][CH3:22])=[C:29]([O:30][CH3:31])[C:28]3=[O:32])[cH:42][cH:41][cH:40]2)=[O:38])[CH2:5][CH2:6]1. The reactants are C1(=CC=CC=C1)C=CC(=O)C1=CC=CC=C1 (chalcone), C(C)(=O)[O-].[NH4+] (ammonium acetate), C(CCCCCCC)OC1=CC=C(C=CC(=O)C2=NC=CC=C2)C=C1 (2-(4-octyloxycinnamoyl)pyridine), [I-].N1=C(C=CC=C1)C(=O)C[N+]1=CC=CC=C1.[NH+]1=CC=CC=C1.[I-] (pyridinium salt N-(2-pyridylcarbonylmethyl)pyridinium iodide). The solvent is C(C)(=O)O (acetic acid), CO (methanol). The product is C=1C=CN=C(C1)C=2C=CC=C(N2)C=3C=CC=CN3 (terpyridine). Yield: 148.1%. Reaction SMILES: C1(C=CC(C2C=CC=CC=2)=O)C=CC=CC=1.C(O[C:26]1[CH:41]=[CH:40][C:29]([CH:30]=[CH:31][C:32]([C:34]2[CH:39]=[CH:38][CH:37]=[CH:36][N:35]=2)=O)=[CH:28][CH:27]=1)CCCCCCC.[I-].[N:43]1C=CC=C[C:44]=1C(C[N+]1C=CC=CC=1)=O.[NH+:58]1C=CC=CC=1.[I-].C([O-])(=O)C.[NH4+]>C(O)(=O)C.CO>[CH:38]1[CH:37]=[CH:36][N:35]=[C:34]([C:32]2[CH:31]=[CH:30][CH:29]=[C:40]([C:41]3[CH:26]=[CH:27][CH:28]=[CH:44][N:43]=3)[N:58]=2)[CH:39]=1 |f:2.3.4.5,6.7|. Procedure: The chalcone, 2-(4-octyloxycinnamoyl)pyridine (10.9 g) and the pyridinium salt N-(2-pyridylcarbonylmethyl)pyridinium iodide (10.8 g) were combined with 150 ml of methanol, 60 ml of glacial acetic acid and 60 g of ammonium acetate. The resulting mixture was refluxed under argon for 20 hours. After cooling, the precipitate formed was filtered, washed with methanol and recrystallized two times from acetonitrile to yield 7 g of pure terpyridine, mp 101°-102°. To 25 ml of cold oleum in a round bottom... The reactants are FC1=CC=C(C=C1)N1N=C(C=2CCCC(C12)CC1=CC=CC2=CC=CC=C12)CO (1-(4-Fluorophenyl)-7-[(1-naphthyl)methyl]-4,5,6,7-tetrahydro-1H-indazole-3-methanol), N1=CC=CC=C1 (pyridine), O (Water), Cl (HCl). Solvent: C(Cl)Cl (CH2Cl2). Run at temperature 0 celsius, time 2 hour. Product: C(C)(=O)OCC1=NN(C=2C(CCCC12)CC1=CC=CC2=CC=CC=C12)C1=CC=C(C=C1)F (3-Acetoxymethyl-1-(4-fluorophenyl)-7-{(1-naphthyl)methyl]-4,5,6,7-tetrahydro-1H-indazole). Isolated yield 94.0%. As a reaction SMILES: [F:1][C:2]1[CH:7]=[CH:6][C:5]([N:8]2[C:16]3[CH:15]([CH2:17][C:18]4[C:27]5[C:22](=[CH:23][CH:24]=[CH:25][CH:26]=5)[CH:21]=[CH:20][CH:19]=4)[CH2:14][CH2:13][CH2:12][C:11]=3[C:10]([CH2:28][OH:29])=[N:9]2)=[CH:4][CH:3]=1.N1[CH:35]=[CH:34]C=CC=1.[OH2:36].Cl>C(Cl)Cl>[C:34]([O:29][CH2:28][C:10]1[C:11]2[CH2:12][CH2:13][CH2:14][CH:15]([CH2:17][C:18]3[C:27]4[C:22](=[CH:23][CH:24]=[CH:25][CH:26]=4)[CH:21]=[CH:20][CH:19]=3)[C:16]=2[N:8]([C:5]2[CH:6]=[CH:7][C:2]([F:1])=[CH:3][CH:4]=2)[N:9]=1)(=[O:36])[CH3:35]. Procedure: 1-(4-Fluorophenyl)-7-[(1-naphthyl)methyl]-4,5,6,7-tetrahydro-1H-indazole-3-methanol (CP 366, 0.864 mmol, 0.334 g) and 0.077 mL (1.35 mmol, 0.085 g) of pyridine were dissolved in 3 mL of CH2Cl2 and cooled to 0° C. under N2Acetyl chloride (1.08 mmol, 0.107 g, 0.109 mL) was added and the solution was stirred at 0° C. for 2 h. Water and 2N aqueous HCl were added and the mixture was extracted with ether. The organic layer was washed with saturated aqueous NaHCO3 and brine, dried over Na2SO4 and conce... Starting materials: CC(Cl)c1cccnc1, NCCS(=O)(C3=CC=C(C)C=C3)=O. The reagents and catalysts are O=C([O-])[O-].[Cs+].[Cs+] (cesium carbonate), [I-].[K+] (potassium iodide). Run in CN(C)C=O (DMF), CN(C)C=O (dmf), CN(C)C=O (DMF). Reaction conditions: temperature 70 celsius, time 16 hour. Product: O=S(CCNC(C)C5=CC=CN=C5)(C6=CC=C(C)C=C6)=O. Starting materials: NC=1SCC(N1)=O (2-amino-thiazol-4-one), ClC1=C(OC2=C(C=C(C#N)C=C2)C(F)(F)F)C=CC(=C1)C=C1C(NC(S1)=O)=O (4-[2-Chloro-4-(2,4-dioxo-thiazolidin-5-ylidenemethyl)-phenoxy]-3-trifluoromethylbenzonitrile), C18H10ClF3N3O2S. Product: ClC1=C(OC2=C(C=C(C#N)C=C2)C(F)(F)F)C=CC(=C1)C=C1C(NC(S1)=N)=O (4-[2-Chloro-4-(2-imino-4-oxo-thiazolidin-5-ylidenemethyl)-phenoxy]-3-trifluoromethyl-benzonitrile). RXN SMILES: [NH2:1][C:2]1[S:3][CH2:4][C:5](=[O:7])[N:6]=1.[Cl:8][C:9]1[CH:27]=[C:26]([CH:28]=C2SC(=O)NC2=O)[CH:25]=[CH:24][C:10]=1[O:11][C:12]1[CH:19]=[CH:18][C:15]([C:16]#[N:17])=[CH:14][C:13]=1[C:20]([F:23])([F:22])[F:21]>>[Cl:8][C:9]1[CH:27]=[C:26]([CH:28]=[C:4]2[S:3][C:2](=[NH:1])[NH:6][C:5]2=[O:7])[CH:25]=[CH:24][C:10]=1[O:11][C:12]1[CH:19]=[CH:18][C:15]([C:16]#[N:17])=[CH:14][C:13]=1[C:20]([F:21])([F:22])[F:23]. Procedure: 4-[2-Chloro-4-(2-imino-4-oxo-thiazolidin-5-ylidenemethyl)-phenoxy]-3-trifluoromethyl-benzonitrile was prepared using 2-amino-thiazol-4-one and 4-[2-Chloro-4-(2,4-dioxo-thiazolidin-5-ylidenemethyl)-phenoxy]-3-trifluoromethylbenzonitrile according to General Procedure C. 1H NMR (400 MHz, DMSO-d6) δ 9.56 (br, 1H), 9.24 (br, 1H), 8.40 (d, J=1.56 Hz, 1H), 8.08 (dd, J=8.6 and 1.95 Hz, 1H), 7.90 (d, J=1.96 Hz, 1H), 7.65 (d, J=2.35 Hz, 1H), 7.63 (s, 1H), 7.50 (d, J=8.61 Hz, 1H), 7.07 (d, J=8.61 Hz, 1H).... Reactants: [OH-].[Na+] (sodium hydroxide), ClC(=O)OCC1=CC=CC=C1 (benzyl chloroformate), C(#N)C1(CCN(CC1)C(=O)OC(C)(C)C)COS(=O)(=O)C1=CC=C(C=C1)C (tert-butyl 4-cyano-4-({[(4-methylphenyl)sulfonyl]oxy}methyl)piperidine-1-carboxylate). The solvent is O1CCOCC1 (dioxane). Conditions: time 16 hour. Product: C1N(CC12CCN(CC2)C(=O)OC(C)(C)C)C(=O)OCC2=CC=CC=C2 (2-benzyl 7-tert-butyl 2,7-diazaspiro[3.5]nonane-2,7-dicarboxylate). Yield: 85.5%. Reaction SMILES: [OH-].[Na+].Cl[C:4]([O:6][CH2:7][C:8]1[CH:13]=[CH:12][CH:11]=[CH:10][CH:9]=1)=[O:5].[C:14]([C:16]1([CH2:29]OS(C2C=CC(C)=CC=2)(=O)=O)[CH2:21][CH2:20][N:19]([C:22]([O:24][C:25]([CH3:28])([CH3:27])[CH3:26])=[O:23])[CH2:18][CH2:17]1)#[N:15]>O1CCOCC1>[CH2:29]1[C:16]2([CH2:21][CH2:20][N:19]([C:22]([O:24][C:25]([CH3:28])([CH3:27])[CH3:26])=[O:23])[CH2:18][CH2:17]2)[CH2:14][N:15]1[C:4]([O:6][CH2:7][C:8]1[CH:13]=[CH:12][CH:11]=[CH:10][CH:9]=1)=[O:5] |f:0.1|. Procedure details: Under ice-cooling, 1M sodium hydroxide aqueous solution (6.0 ml) and benzyl chloroformate (1.03 g) were sequentially added to a dioxane (50 ml) suspension of tert-butyl 4-cyano-4-({[(4-methylphenyl)sulfonyl]oxy}methyl)piperidine-1-carboxylate (2.15 g), and stirring was performed at room temperature for 16 hours. The reaction liquid was concentrated under reduced pressure, and extracted with EtOAc. The organic layer was concentrated under reduced pressure and the residue was purified by silica ge... Reactants: CC#N, CC(C)[Si](Cl)(C(C)C)C(C)C, Oc1ccc(I)nc1, c1c[nH]cn1. Yields the product CC(C)[Si](Oc1ccc(I)nc1)(C(C)C)C(C)C. RXN SMILES: [CH3:25][C:26]#[N:27].[CH:9]([CH3:10])([CH3:11])[Si:12]([CH:13]([CH3:14])[CH3:15])([CH:16]([CH3:17])[CH3:18])[Cl:19].[OH:1][c:2]1[cH:3][cH:4][c:5]([I:8])[n:6][cH:7]1.[nH:20]1[cH:21][cH:22][n:23][cH:24]1>>[O:1]([c:2]1[cH:3][cH:4][c:5]([I:8])[n:6][cH:7]1)[Si:12]([CH:9]([CH3:10])[CH3:11])([CH:13]([CH3:14])[CH3:15])[CH:16]([CH3:17])[CH3:18].